From a dataset of the Open Reaction Database (ORD), a public repository of structured organic reaction records. describe an organic reaction: reactants, conditions, products, and yield Starting materials: ClC1=C(OCCN2CCC(CC2)CC2=CC=C(C=C2)Cl)C=CC(=C1)CC(=O)OCC (1-[2-(2-chloro-4-ethoxycarbonylmethylphenoxy)ethyl]-4-(4-chlorobenzyl)piperidine), [H-].[H-].[H-].[H-].[Li+].[Al+3] (LiAlH4), product. Product: ClC1=CC=C(CC2CCN(CC2)CCOC2=C(C=C(C=C2)CCO)Cl)C=C1 (4-(4-Chlorobenzyl)-1-[2-(2-chloro-4-(2-hydroxyethyl)phenoxy)ethyl]piperidine). Reaction SMILES: [Cl:1][C:2]1[CH:24]=[C:23]([CH2:25][C:26](OCC)=[O:27])[CH:22]=[CH:21][C:3]=1[O:4][CH2:5][CH2:6][N:7]1[CH2:12][CH2:11][CH:10]([CH2:13][C:14]2[CH:19]=[CH:18][C:17]([Cl:20])=[CH:16][CH:15]=2)[CH2:9][CH2:8]1.[H-].[H-].[H-].[H-].[Li+].[Al+3]>>[Cl:20][C:17]1[CH:16]=[CH:15][C:14]([CH2:13][CH:10]2[CH2:11][CH2:12][N:7]([CH2:6][CH2:5][O:4][C:3]3[CH:21]=[CH:22][C:23]([CH2:25][CH2:26][OH:27])=[CH:24][C:2]=3[Cl:1])[CH2:8][CH2:9]2)=[CH:19][CH:18]=1 |f:1.2.3.4.5.6|. Procedure details: The title compound was prepared from reduction of 1-[2-(2-chloro-4-ethoxycarbonylmethylphenoxy)ethyl]-4-(4-chlorobenzyl)piperidine (450.3 mg, 1.0 mmol) by LiAlH4 (38 mg, 1.0 mmol) as oily product (298 mg). 1H NMR (CD3OD) 1.248 (m, 2 H), 1.374 (s, 1 H), 1.572 (m, 4 H), 2.530 (m, 2 H), 2.677 (m, 1 H), 2.782 (m, 2 H), 2.991-3.139 (m, 4 H), 3.828 (m, 2 H), 4.131 (m, 2 H), 6.868 (m, 1 H), 7.103 (m, 2 H), 7.233 (m, 4 H). HRMS Calcd for C22H2735Cl2NO2 : 407.1435; Found: 407.1427. Reactants: C(C)(C)(C)OC(=O)N1CCN(CC1)C1=NC=NC(=C1C#CC=1C=NC(=CC1)N)CC (4-[5-(6-Amino-pyridin-3-ylethynyl)-6-ethyl-pyrimidin-4-yl]-piperazine-1-carboxylic acid tert-butyl ester). Solvent: Cl (HCl). Yields the product NC1=CC=C(C=N1)C#CC=1C(=NC=NC1CC)N1CCNCC1 ([5-(6-Amino-pyridin-3-ylethynyl)-6-ethyl-pyrimidin-4-yl]-piperazine). RXN SMILES: C(OC([N:8]1[CH2:13][CH2:12][N:11]([C:14]2[C:19]([C:20]#[C:21][C:22]3[CH:23]=[N:24][C:25]([NH2:28])=[CH:26][CH:27]=3)=[C:18]([CH2:29][CH3:30])[N:17]=[CH:16][N:15]=2)[CH2:10][CH2:9]1)=O)(C)(C)C>Cl>[NH2:28][C:25]1[N:24]=[CH:23][C:22]([C:21]#[C:20][C:19]2[C:14]([N:11]3[CH2:12][CH2:13][NH:8][CH2:9][CH2:10]3)=[N:15][CH:16]=[N:17][C:18]=2[CH2:29][CH3:30])=[CH:27][CH:26]=1. Reported procedure: A solution of 7.2 g (17.7 mmol) 4-[5-(6-Amino-pyridin-3-ylethynyl)-6-ethyl-pyrimidin-4-yl]-piperazine-1-carboxylic acid tert-butyl ester in 50 mL 4 M HCl (in dioxane) ist stirred for 3 hours at room temperature. The reaction mixture is evaporated and the residue is taken up in 50 ml DCM and washed with saturated aqueous NaHCO3 solution. After phase separation the organic solvent is removed under reduced pressure. The residue is taken up in methanol dried over Na2SO4. After 15 hours the suspensio...